This data is from the Open Reaction Database (ORD), a public repository of structured organic reaction records. The task is: describe an organic reaction: reactants, conditions, products, and yield The reactants are [Br-], [Br-], [Br-], CC(=O)c1ccc(NS(=O)(=O)c2ccc(OC(F)(F)F)cc2)cc1, C1CCOC1, O, C[N+](C)(C)c1ccccc1, C[N+](C)(C)c1ccccc1, C[N+](C)(C)c1ccccc1. The product is O=C(CBr)c1ccc(NS(=O)(=O)c2ccc(OC(F)(F)F)cc2)cc1. As a reaction SMILES: [Br-:25].[Br-:26].[Br-:27].[C:1]([CH3:2])(=[O:3])[c:4]1[cH:5][cH:6][c:7]([NH:10][S:11](=[O:12])(=[O:13])[c:14]2[cH:15][cH:16][c:17]([O:20][C:21]([F:22])([F:23])[F:24])[cH:18][cH:19]2)[cH:8][cH:9]1.[CH2:59]1[O:60][CH2:61][CH2:62][CH2:63]1.[OH2:58].[c:28]1([N+:29]([CH3:30])([CH3:31])[CH3:32])[cH:33][cH:34][cH:35][cH:36][cH:37]1.[c:38]1([N+:39]([CH3:40])([CH3:41])[CH3:42])[cH:43][cH:44][cH:45][cH:46][cH:47]1.[c:48]1([N+:49]([CH3:50])([CH3:51])[CH3:52])[cH:53][cH:54][cH:55][cH:56][cH:57]1>>[C:1]([CH2:2][Br:25])(=[O:3])[c:4]1[cH:5][cH:6][c:7]([NH:10][S:11](=[O:12])(=[O:13])[c:14]2[cH:15][cH:16][c:17]([O:20][C:21]([F:22])([F:23])[F:24])[cH:18][cH:19]2)[cH:8][cH:9]1. The reactants are CN(C1=CC=C(C=C1)C=1C=CC2=C(C=C(CCO2)C(=O)NC2=CC=C(C=C2)CP2(CCCCC2)=O)C1)C (7-(4-dimethylaminophenyl)-N-(4-((1-oxophosphorinan-1-yl)methyl)-phenyl)-2,3-dihydro-1-benzoxepine-4-carboxamide), Cl.C(C)(=O)OCC (hydrochloric acid ethyl acetate). Solvent: C(C)O (ethanol). Yields the product Cl.CN(C1=CC=C(C=C1)C=1C=CC2=C(C=C(CCO2)C(=O)NC2=CC=C(C=C2)CP2(CCCCC2)=O)C1)C (7-(4-dimethylamino-phenyl)-N-(4-((1-oxophosphorinan-1-yl)methyl)phenyl)-2,3-dihydro-1-benzoxepine-4-carboxamide hydrochloride). Reaction SMILES: [CH3:1][N:2]([CH3:37])[C:3]1[CH:8]=[CH:7][C:6]([C:9]2[CH:10]=[CH:11][C:12]3[O:18][CH2:17][CH2:16][C:15]([C:19]([NH:21][C:22]4[CH:27]=[CH:26][C:25]([CH2:28][P:29]5(=[O:35])[CH2:34][CH2:33][CH2:32][CH2:31][CH2:30]5)=[CH:24][CH:23]=4)=[O:20])=[CH:14][C:13]=3[CH:36]=2)=[CH:5][CH:4]=1.[ClH:38].C(OCC)(=O)C>C(O)C>[ClH:38].[CH3:1][N:2]([CH3:37])[C:3]1[CH:4]=[CH:5][C:6]([C:9]2[CH:10]=[CH:11][C:12]3[O:18][CH2:17][CH2:16][C:15]([C:19]([NH:21][C:22]4[CH:27]=[CH:26][C:25]([CH2:28][P:29]5(=[O:35])[CH2:34][CH2:33][CH2:32][CH2:31][CH2:30]5)=[CH:24][CH:23]=4)=[O:20])=[CH:14][C:13]=3[CH:36]=2)=[CH:7][CH:8]=1 |f:1.2,4.5|. Procedure: To a solution of 7-(4-dimethylaminophenyl)-N-(4-((1-oxophosphorinan-1-yl)methyl)-phenyl)-2,3-dihydro-1-benzoxepine-4-carboxamide (0.1g) in ethanol was added 4 N hydrochloric acid-ethyl acetate (0.2ml) under ice-cooling. The solvent was evaporated, and the residue was crystallized from ethanol and diethylether to give 7-(4-dimethylamino-phenyl)-N-(4-((1-oxophosphorinan-1-yl)methyl)phenyl)-2,3-dihydro-1-benzoxepine-4-carboxamide hydrochloride (Compound 155) (0.1g) as colorless crystals. Reactants: C(CCC)N1N=NC2=C1C=C(C=C2)C(O)C2=CC(=CC=C2)Cl (1-butyl-α-(3-chlorophenyl)-1H-benzotriazole-6-methanol), S(=O)(Cl)Cl (thionyl chloride). The solvent is O1CCCC1 (tetrahydrofuran). Reaction conditions: time 1 hour. The product is C(CCC)N1N=NC2=C1C=C(C=C2)C(C2=CC(=CC=C2)Cl)Cl (1-butyl-6-[chloro(3-chlorophenyl)methyl]-1H-benzotriazole). The yield is 88.3%. As a reaction SMILES: [CH2:1]([N:5]1[C:9]2[CH:10]=[C:11]([CH:14]([C:16]3[CH:21]=[CH:20][CH:19]=[C:18]([Cl:22])[CH:17]=3)O)[CH:12]=[CH:13][C:8]=2[N:7]=[N:6]1)[CH2:2][CH2:3][CH3:4].S(Cl)([Cl:25])=O>O1CCCC1>[CH2:1]([N:5]1[C:9]2[CH:10]=[C:11]([CH:14]([Cl:25])[C:16]3[CH:21]=[CH:20][CH:19]=[C:18]([Cl:22])[CH:17]=3)[CH:12]=[CH:13][C:8]=2[N:7]=[N:6]1)[CH2:2][CH2:3][CH3:4]. Procedure details: To a stirred solution of 6.5 parts of 1-butyl-α-(3-chlorophenyl)-1H-benzotriazole-6-methanol in 45 parts of tetrahydrofuran were added 3.7 parts of thionyl chloride at room temperature. After stirring for 1 hour, the reaction mixture was concentrated. The product was extracted with ethyl acetate. The extract was washed with a diluted sodium hydrogen carbonate solution, dried, filtered and evaporated, yielding 6.2 parts (88.3%) of 1-butyl-6-[chloro(3-chlorophenyl)methyl]-1H-benzotriazole as a res... The reactants are C1(=CC=CC=C1)[C@@H](C)N1C[C@H](CC1)CC(=O)OCC ((3R)-Ethyl 1-[(R)-1-phenylethyl]pyrrolidine-3-acetate), C(OCC1=CC=CC=C1)(=O)Cl (benzyl chlorocarbonate). Procedure details: (3R)-Ethyl 1-[(R)-1-phenylethyl]pyrrolidine-3-acetate described in U.S. Pat. No. 621,101 is allowed to react with benzyl chlorocarbonate to give (3R)-ethyl 1-benzyloxycarbonylpyrrolidine-3-acetate. As a reaction SMILES: C1([C@H]([N:9]2[CH2:13][CH2:12][C@H:11]([CH2:14][C:15]([O:17][CH2:18][CH3:19])=[O:16])[CH2:10]2)C)C=CC=CC=1.[C:20](Cl)(=[O:29])[O:21][CH2:22][C:23]1[CH:28]=[CH:27][CH:26]=[CH:25][CH:24]=1>>[CH2:22]([O:21][C:20]([N:9]1[CH2:13][CH2:12][C@H:11]([CH2:14][C:15]([O:17][CH2:18][CH3:19])=[O:16])[CH2:10]1)=[O:29])[C:23]1[CH:28]=[CH:27][CH:26]=[CH:25][CH:24]=1. Product: C(C1=CC=CC=C1)OC(=O)N1C[C@H](CC1)CC(=O)OCC ((3R)-ethyl 1-benzyloxycarbonylpyrrolidine-3-acetate). Starting materials: CN(C)C=O, OB(O)C=CC1CCCCC1, CCNC(=O)Nc1ccc2ncc(Cl)nc2n1, [Na+], [Na+], O=C([O-])[O-], O, O. The product is CCNC(=O)Nc1ccc2ncc(C=CC3CCCCC3)nc2n1. RXN SMILES: [CH3:37][N:38]([CH3:39])[CH:40]=[O:41].[CH:18]1([CH:24]=[CH:25][B:26]([OH:27])[OH:28])[CH2:19][CH2:20][CH2:21][CH2:22][CH2:23]1.[Cl:1][c:2]1[cH:3][n:4][c:5]2[c:6]([n:7]1)[n:8][c:9]([NH:12][C:13](=[O:14])[NH:15][CH2:16][CH3:17])[cH:10][cH:11]2.[Na+:29].[Na+:30].[O-:31][C:32](=[O:33])[O-:34].[OH2:35].[OH2:36]>>[c:2]1([CH:25]=[CH:24][CH:18]2[CH2:19][CH2:20][CH2:21][CH2:22][CH2:23]2)[cH:3][n:4][c:5]2[c:6]([n:7]1)[n:8][c:9]([NH:12][C:13](=[O:14])[NH:15][CH2:16][CH3:17])[cH:10][cH:11]2. Starting materials: COC(=O)C(CCSC)NC(=O)c1ccc(CN(Cc2ccccc2)c2cccnc2)cc1-c1ccccc1C, [Li+], [OH-]. Product: CSCCC(NC(=O)c1ccc(CN(Cc2ccccc2)c2cccnc2)cc1-c1ccccc1C)C(=O)O. Reaction SMILES: [CH3:1][O:2][C:3]([CH:4]([NH:5][C:6]([c:7]1[c:8](-[c:28]2[c:29]([CH3:34])[cH:30][cH:31][cH:32][cH:33]2)[cH:9][c:10]([CH2:13][N:14]([c:15]2[cH:16][n:17][cH:18][cH:19][cH:20]2)[CH2:21][c:22]2[cH:23][cH:24][cH:25][cH:26][cH:27]2)[cH:11][cH:12]1)=[O:35])[CH2:36][CH2:37][S:38][CH3:39])=[O:40].[Li+:41].[OH-:42]>>[O:2]=[C:3]([CH:4]([NH:5][C:6]([c:7]1[c:8](-[c:28]2[c:29]([CH3:34])[cH:30][cH:31][cH:32][cH:33]2)[cH:9][c:10]([CH2:13][N:14]([c:15]2[cH:16][n:17][cH:18][cH:19][cH:20]2)[CH2:21][c:22]2[cH:23][cH:24][cH:25][cH:26][cH:27]2)[cH:11][cH:12]1)=[O:35])[CH2:36][CH2:37][S:38][CH3:39])[OH:40].